Dataset: the Open Reaction Database (ORD), a public repository of structured organic reaction records. Task: describe an organic reaction: reactants, conditions, products, and yield The reactants are CN(C1=CC(C(C2=CC=CC=C12)=O)=O)C1CCCCC1 (4-(N-methylcyclohexylamino)-1,2-naphthoquinone), [H][H] (hydrogen). Reagents/catalysts: [Pd] (palladium on carbon). Solvent: C(C)(=O)OC(C)=O (acetic anhydride). Yields the product CN(C1=CC(=C(C2=CC=CC=C12)OC(C)=O)OC(C)=O)C1CCCCC1 (4-(N-methylcyclohexylamino)-1,2-diacetoxynaphthalene). As a reaction SMILES: [CH3:1][N:2]([CH:15]1[CH2:20][CH2:19][CH2:18][CH2:17][CH2:16]1)[C:3]1[C:12]2[C:7](=[CH:8][CH:9]=[CH:10][CH:11]=2)[C:6](=[O:13])[C:5](=[O:14])[CH:4]=1.[H][H]>C(OC(=O)C)(=O)C.[Pd]>[CH3:1][N:2]([CH:15]1[CH2:16][CH2:17][CH2:18][CH2:19][CH2:20]1)[C:3]1[C:12]2[C:7](=[CH:8][CH:9]=[CH:10][CH:11]=2)[C:6]([O:13][C:6](=[O:13])[CH3:7])=[C:5]([O:14][C:5](=[O:14])[CH3:4])[CH:4]=1. Procedure details: A suspension of 3.5 g of 4-(N-methylcyclohexylamino)-1,2-naphthoquinone in 50 ml of acetic anhydride is hydrogenated at 45 lbs pressure and room temperature using 1.2 g of 10% palladium on carbon as catalyst. After uptake of hydrogen ceases and the red color of the solution is discharged (5 hours) the catalyst is removed by filtration. The acetic anhydride is evaporated under reduced pressure at 60° C. and the residue is taken up in toluene, treated with charcoal and filtered. The toluene soluti... Starting materials: CCO, CCc1cc2c(s1)NC(=S)CN=C2c1ccccc1Cl, NN, O. Yields the product CCc1cc2c(s1)N=C(NN)CN=C2c1ccccc1Cl. As a reaction SMILES: [CH3:24][CH2:25][OH:26].[Cl:1][c:2]1[c:3]([C:8]2=[N:14][CH2:13][C:12](=[S:15])[NH:11][c:10]3[c:9]2[cH:18][c:17]([CH2:19][CH3:20])[s:16]3)[cH:4][cH:5][cH:6][cH:7]1.[NH2:22][NH2:23].[OH2:21]>>[Cl:1][c:2]1[c:3]([C:8]2=[N:14][CH2:13][C:12]([NH:22][NH2:23])=[N:11][c:10]3[c:9]2[cH:18][c:17]([CH2:19][CH3:20])[s:16]3)[cH:4][cH:5][cH:6][cH:7]1.